Dataset: the Open Reaction Database (ORD), a public repository of structured organic reaction records. Task: describe an organic reaction: reactants, conditions, products, and yield Starting materials: C(C)C=1NC(=C(N1)C)C1=C(C=CC(=C1)F)[N+](=O)[O-] (2-(2-Ethyl-4-methyl-imidazolyl)-4-fluoro-nitrobenzene), N1CCCCC1 (piperidine). Solvent: C(C)OC(C)=O (ethylacetate). Yields the product C(C)C=1NC(=C(N1)C)C1=C(C=CC(=C1)N1CCCCC1)[N+](=O)[O-] (2-(2-Ethyl-4-methyl-imidazolyl)-4-piperidin-yl-nitrobenzene). Reaction SMILES: [CH2:1]([C:3]1[NH:4][C:5]([C:9]2[CH:14]=[C:13](F)[CH:12]=[CH:11][C:10]=2[N+:16]([O-:18])=[O:17])=[C:6]([CH3:8])[N:7]=1)[CH3:2].[NH:19]1[CH2:24][CH2:23][CH2:22][CH2:21][CH2:20]1>C(OC(=O)C)C>[CH2:1]([C:3]1[NH:4][C:5]([C:9]2[CH:14]=[C:13]([N:19]3[CH2:24][CH2:23][CH2:22][CH2:21][CH2:20]3)[CH:12]=[CH:11][C:10]=2[N+:16]([O-:18])=[O:17])=[C:6]([CH3:8])[N:7]=1)[CH3:2]. Procedure: 5 g 2-(2-Ethyl-4-methyl-imidazolyl)-4-fluoro-nitrobenzene and 10 g piperidine were heated 30 minutes at 100° C. After cooling 150 ml ethylacetate were added. The solution was extracted three times with 50 ml water. The organic layer was evaporated to dryness. The residue is purified by chromatography (silica gel, dichloromethane/methanol=95/5).